Dataset: the Open Reaction Database (ORD), a public repository of structured organic reaction records. Task: describe an organic reaction: reactants, conditions, products, and yield As a reaction SMILES: [C:18]([CH3:19])(=[S:20])[O-:21].[C:23]([OH:24])(=[S:25])[CH3:26].[CH3:28][OH:29].[Cl:1][CH2:2][C:3](=[O:4])[NH:5][CH2:6][C:7](=[O:8])[NH:9][CH2:10][C:11](=[O:12])[NH:13][CH2:14][C:15](=[O:16])[OH:17].[Na+:22].[Na:27]>>[CH2:2]([C:3](=[O:4])[NH:5][CH2:6][C:7](=[O:8])[NH:9][CH2:10][C:11](=[O:12])[NH:13][CH2:14][C:15](=[O:16])[OH:17])[S:20][C:18]([CH3:19])=[O:21]. Starting materials: CC([O-])=S, CC(O)=S, CO, O=C(O)CNC(=O)CNC(=O)CNC(=O)CCl, [Na+], [Na]. Yields the product CC(=O)SCC(=O)NCC(=O)NCC(=O)NCC(=O)O.